Dataset: the Open Reaction Database (ORD), a public repository of structured organic reaction records. Task: describe an organic reaction: reactants, conditions, products, and yield The reactants are C(C)OC(C1=CC=CC=C1)=C1C(NC2=CC=C(C=C12)[N+](=O)[O-])=O (3-(1-ethoxy-1-phenyl-methylidene)-5-nitro-2-indolinone), CN(CCCC1=CC=C(N)C=C1)C (4-(3-dimethylaminopropyl)-aniline). Product: CN(CCCC1=CC=C(C=C1)N\C(\C1=CC=CC=C1)=C\1/C(NC2=CC=C(C=C12)[N+](=O)[O-])=O)C ((Z)-3-{1-[4-(3-dimethylaminopropyl)-phenylamino]-1-phenyl-methylidene}-5-nitro-2-indolinone). Reaction SMILES: C(O[C:4](=[C:11]1[C:19]2[C:14](=[CH:15][CH:16]=[C:17]([N+:20]([O-:22])=[O:21])[CH:18]=2)[NH:13][C:12]1=[O:23])[C:5]1[CH:10]=[CH:9][CH:8]=[CH:7][CH:6]=1)C.[CH3:24][N:25]([CH3:36])[CH2:26][CH2:27][CH2:28][C:29]1[CH:35]=[CH:34][C:32]([NH2:33])=[CH:31][CH:30]=1>>[CH3:36][N:25]([CH3:24])[CH2:26][CH2:27][CH2:28][C:29]1[CH:30]=[CH:31][C:32]([NH:33]/[C:4](=[C:11]2\[C:12](=[O:23])[NH:13][C:14]3[C:19]\2=[CH:18][C:17]([N+:20]([O-:22])=[O:21])=[CH:16][CH:15]=3)/[C:5]2[CH:10]=[CH:9][CH:8]=[CH:7][CH:6]=2)=[CH:34][CH:35]=1. Reported procedure: Prepared analogously to Example 89 by reacting 3-(1-ethoxy-1-phenyl-methylidene)-5-nitro-2-indolinone with 4-(3-dimethylaminopropyl)-aniline. Starting materials: CC(=O)O[BH-](OC(C)=O)OC(C)=O, CO, O=Cc1cc2nc(Cl)nc(N3CCOCC3)c2s1, C1CC(N2CCOCC2)CCN1. The product is Clc1nc(N2CCOCC2)c2sc(CN3CCC(N4CCOCC4)CC3)cc2n1. Reaction SMILES: [C:31]([O:32][BH-:33]([O:34][C:35](=[O:36])[CH3:37])[O:38][C:39](=[O:40])[CH3:41])(=[O:42])[CH3:43].[CH3:44][OH:45].[Cl:1][c:2]1[n:3][c:4]([N:13]2[CH2:14][CH2:15][O:16][CH2:17][CH2:18]2)[c:5]2[c:6]([n:7]1)[cH:8][c:9]([CH:11]=[O:12])[s:10]2.[NH:19]1[CH2:20][CH2:21][CH:22]([N:25]2[CH2:26][CH2:27][O:28][CH2:29][CH2:30]2)[CH2:23][CH2:24]1>>[Cl:1][c:2]1[n:3][c:4]([N:13]2[CH2:14][CH2:15][O:16][CH2:17][CH2:18]2)[c:5]2[c:6]([n:7]1)[cH:8][c:9]([CH2:11][N:19]1[CH2:20][CH2:21][CH:22]([N:25]3[CH2:26][CH2:27][O:28][CH2:29][CH2:30]3)[CH2:23][CH2:24]1)[s:10]2. Starting materials: ClC1=NC(=NC(=C1C=O)NC(C)C)SC (4-chloro-6-isopropylamino-2-methylsulfanyl-pyrimidine-5-carbaldehyde), FC1=CC(=C(C=C1)B(O)O)C (4-fluoro-2-methylphenylboronic acid). The product is FC1=CC(=C(C=C1)C1=NC(=NC(=C1C=O)NC(C)C)SC)C (4-(4-fluoro-2-methyl-phenyl)-6-isopropylamino-2-methylsulfanyl-pyrimidine-5-carbaldehyde). Reaction SMILES: Cl[C:2]1[C:7]([CH:8]=[O:9])=[C:6]([NH:10][CH:11]([CH3:13])[CH3:12])[N:5]=[C:4]([S:14][CH3:15])[N:3]=1.[F:16][C:17]1[CH:22]=[CH:21][C:20](B(O)O)=[C:19]([CH3:26])[CH:18]=1>>[F:16][C:17]1[CH:22]=[CH:21][C:20]([C:2]2[C:7]([CH:8]=[O:9])=[C:6]([NH:10][CH:11]([CH3:13])[CH3:12])[N:5]=[C:4]([S:14][CH3:15])[N:3]=2)=[C:19]([CH3:26])[CH:18]=1. Reported procedure: Prepared as described above in Example 11 starting from 4-chloro-6-isopropylamino-2-methylsulfanyl-pyrimidine-5-carbaldehyde and 4-fluoro-2-methylphenylboronic acid to give the title compound 4-(4-fluoro-2-methyl-phenyl)-6-isopropylamino-2-methylsulfanyl-pyrimidine-5-carbaldehyde. 1H-NMR: δ 1.31 (d, 6H, J=5.7 Hz), 2.21 (s, 3H), 2.59 (s, 3H), 4.52 (m, 1H), 7.90-7.15 (m, 2H), 7.18-7.25 (m, 1H), 9.06 (br s, 1H), 9.50 (s, 1H). LC MS (m/e)=320 (MH+). Reactants: BrC=1C=C2CCC(CC2=CC1)N1CCCC1 (1-(6-bromo-1,2,3,4-tetrahydro-naphthalen-2-yl)-pyrrolidine), N1[C@@H](CCC1)CN1CCCC1 ((S)-(+)-1-(2-pyrrolidinylmethyl)-pyrrolidine), BrC=1C=C2CCC(CC2=CC1)N1CCCC1 ((6-bromo-1,2,3,4-tetrahydro-naphthalen-2-yl)-pyrrolidine), BrC=1C=C2CCC(CC2=CC1)=O (6-bromo-2-tetralone), N1CCCC1 (pyrrolidine). Yields the product N1(CCCC1)CC1N(CCC1)C(=O)C1=CC=2CCC(CC2C=C1)N1CCCC1 ((2-Pyrrolidin-1-ylmethyl-pyrrolidin-1-yl)-(6-pyrrolidin-1-yl-5,6,7,8-tetrahydro-naphthalen-2-yl)-methanone). Reaction SMILES: Br[C:2]1[CH:3]=[C:4]2[C:9](=[CH:10][CH:11]=1)[CH2:8][CH:7]([N:12]1[CH2:16][CH2:15][CH2:14][CH2:13]1)[CH2:6][CH2:5]2.[NH:17]1[CH2:21][CH2:20][CH2:19][C@H:18]1[CH2:22][N:23]1[CH2:27][CH2:26][CH2:25][CH2:24]1.BrC1C=C2C(=CC=1)C[C:34](=[O:39])CC2.N1CCCC1>>[N:23]1([CH2:22][CH:18]2[CH2:19][CH2:20][CH2:21][N:17]2[C:34]([C:2]2[CH:11]=[CH:10][C:9]3[CH2:8][CH:7]([N:12]4[CH2:16][CH2:15][CH2:14][CH2:13]4)[CH2:6][CH2:5][C:4]=3[CH:3]=2)=[O:39])[CH2:27][CH2:26][CH2:25][CH2:24]1. Procedure details: (2-Pyrrolidin-1-ylmethyl-pyrrolidin-1-yl)-(6-pyrrolidin-1-yl-5,6,7,8-tetrahydro-naphthalen-2-yl)-methanone is prepared from 1-(6-bromo-1,2,3,4-tetrahydro-naphthalen-2-yl)-pyrrolidine and (S)-(+)-1-(2-pyrrolidinylmethyl)-pyrrolidine in a manner substantially analogous to Procedure A. (See herein Example 1). Starting material, (6-bromo-1,2,3,4-tetrahydro-naphthalen-2-yl)-pyrrolidine, was prepared from 6-bromo-2-tetralone and pyrrolidine in a manner substantially analogous to Preparation 1. Mass Sp... Reactants: C(C)(=O)OCC(C1=CC(=C(C(=C1)[N+](=O)[O-])O)O)=O ((3,4-dihydroxy-5-nitrobenzoyl)methyl acetate). Run in C(C)O (ethanol), Cl (hydrochloric acid). Product: OCC(=O)C1=CC(=C(C(=C1)[N+](=O)[O-])O)O (2,3',4'-trihydroxy-5'-nitroacetophenone). As a reaction SMILES: C([O:4][CH2:5][C:6](=[O:18])[C:7]1[CH:12]=[C:11]([N+:13]([O-:15])=[O:14])[C:10]([OH:16])=[C:9]([OH:17])[CH:8]=1)(=O)C>C(O)C.Cl>[OH:4][CH2:5][C:6]([C:7]1[CH:12]=[C:11]([N+:13]([O-:15])=[O:14])[C:10]([OH:16])=[C:9]([OH:17])[CH:8]=1)=[O:18]. Reported procedure: A suspension of 2.6 g of (3,4-dihydroxy-5-nitrobenzoyl)methyl acetate in 20 ml of ethanol and 20 ml of 1N hydrochloric acid is heated to boiling under reflux for 5 hours. The reaction mixture is then evaporated, the residue is distilled with toluene and then recrystallized from ethanol. There is obtained 2,3',4'-trihydroxy-5'-nitroacetophenone of m.p. 208°-210°. Starting materials: C(C)OC(COC1=C(C=C(C=C1)C(C(=O)C=1SC(=CC1C)C1=CC=C(C=C1)C(F)(F)F)(C)C)C)=O (ethyl[4-(1,1-dimethyl-2-{3-methyl-5-[4-(trifluoromethyl)phenyl]thien-2-yl}-2-oxoethyl)-2-methylphenoxy]acetate), C(C)OC(COC1=C(C=C(C=C1)C(C(=O)C=1SC(=CC1C)C1=CC=C(C=C1)C(F)(F)F)(C)C)C)=O (ethyl[4-(1,1-dimethyl-2-{3-methyl-5-[4-(trifluoromethyl)phenyl]thien-2-yl}-2-oxoethyl)-2-methylphenoxy]acetate), FC(C(=O)O)(F)F (trifluoroacetic acid), C(C)[SiH](CC)CC (triethylsilane). Reaction conditions: temperature 50 celsius. Yields the product C(C)OC(COC1=C(C=C(C=C1)C(CC=1SC(=CC1C)C1=CC=C(C=C1)C(F)(F)F)(C)C)C)=O (ethyl[4-(1,1-dimethyl-2-{3-methyl-5-[4-(trifluoromethyl)phenyl]thien-2-yl}ethyl)-2-methylphenoxy]acetate). Reaction SMILES: [CH2:1]([O:3][C:4](=[O:35])[CH2:5][O:6][C:7]1[CH:12]=[CH:11][C:10]([C:13]([CH3:33])([CH3:32])[C:14]([C:16]2[S:17][C:18]([C:22]3[CH:27]=[CH:26][C:25]([C:28]([F:31])([F:30])[F:29])=[CH:24][CH:23]=3)=[CH:19][C:20]=2[CH3:21])=O)=[CH:9][C:8]=1[CH3:34])[CH3:2].FC(F)(F)C(O)=O.C([SiH](CC)CC)C>>[CH2:1]([O:3][C:4](=[O:35])[CH2:5][O:6][C:7]1[CH:12]=[CH:11][C:10]([C:13]([CH3:32])([CH3:33])[CH2:14][C:16]2[S:17][C:18]([C:22]3[CH:23]=[CH:24][C:25]([C:28]([F:29])([F:30])[F:31])=[CH:26][CH:27]=3)=[CH:19][C:20]=2[CH3:21])=[CH:9][C:8]=1[CH3:34])[CH3:2]. Procedure: To a reactivial containing ethyl[4-(1,1-dimethyl-2-{3-methyl-5-[4-(trifluoromethyl)phenyl]thien-2-yl}-2-oxoethyl)-2-methylphenoxy]acetate (intermediate 106, 36 mg) was added trifluoroacetic acid (0.22 ml) and triethylsilane (0.11 ml). The vial was then sealed and heated at 50° C. for 18 hours. The reaction was then allowed to cool to room and concentrated in vacuo. Purification by flash column chromatography eluting cyclohexane-1% EtOAc/cyclohexane yielded the title compound as a colourless oil. Reactants: O=C(OCc1ccccc1)C1CCNCC1, CCN=C=NCCCN(C)C, CCN(C(C)C)C(C)C, CN(C)C=O, O, On1nnc2ccccc21, O=C(O)CCc1ccccc1. Yields the product O=C(OCc1ccccc1)C1CCN(C(=O)CCc2ccccc2)CC1. As a reaction SMILES: [CH2:42]([c:43]1[cH:44][cH:45][cH:46][cH:47][cH:48]1)[O:49][C:50](=[O:51])[CH:52]1[CH2:53][CH2:54][NH:55][CH2:56][CH2:57]1.[CH3:31][CH2:32][N:33]=[C:34]=[N:35][CH2:36][CH2:37][CH2:38][N:39]([CH3:40])[CH3:41].[CH:1]([N:2]([CH2:3][CH3:4])[CH:5]([CH3:6])[CH3:7])([CH3:8])[CH3:9].[O:58]=[CH:59][N:60]([CH3:61])[CH3:62].[OH2:63].[OH:21][n:22]1[c:23]2[c:24]([cH:25][cH:26][cH:27][cH:28]2)[n:29][n:30]1.[c:10]1([CH2:16][CH2:17][C:18](=[O:19])[OH:20])[cH:11][cH:12][cH:13][cH:14][cH:15]1>>[c:10]1([CH2:16][CH2:17][C:18](=[O:20])[N:55]2[CH2:54][CH2:53][CH:52]([C:50]([O:49][CH2:42][c:43]3[cH:44][cH:45][cH:46][cH:47][cH:48]3)=[O:51])[CH2:57][CH2:56]2)[cH:11][cH:12][cH:13][cH:14][cH:15]1.